This data is from the Open Reaction Database (ORD), a public repository of structured organic reaction records. The task is: describe an organic reaction: reactants, conditions, products, and yield Starting materials: NC=1C(=C2C(=NC1)N(C(=N2)CCC)CC2=CC=C(C=C2)C2=C(C=CC=C2)S(=O)(=O)N)C (6-amino-7-methyl-2-propyl-3-[2'-(aminosulfonyl)[1,1']-biphenyl-4-yl]methyl-3H-imidazo[4,5-b]pyridine), C1CCOC1.CN(C)C=O (THF DMF), C(C1=CC=CC=C1)(=O)Cl (benzoyl chloride). The solvent is CO (MeOH). Run at time 12 hour. Product: C(C1=CC=CC=C1)(=O)NC=1C(=C2C(=NC1)N(C(=N2)CCC)CC2=CC=C(C=C2)C2=C(C=CC=C2)S(=O)(=O)N)C (6-(Benzoylamino)-7-methyl-2-propyl-3-[[2'-(aminosulfonyl)-[1,1']-biphenyl-4-yl]methyl]-3H-imidazo[4,5-b]pyridine). Reaction SMILES: [NH2:1][C:2]1[C:3]([CH3:31])=[C:4]2[N:10]=[C:9]([CH2:11][CH2:12][CH3:13])[N:8]([CH2:14][C:15]3[CH:20]=[CH:19][C:18]([C:21]4[CH:26]=[CH:25][CH:24]=[CH:23][C:22]=4[S:27]([NH2:30])(=[O:29])=[O:28])=[CH:17][CH:16]=3)[C:5]2=[N:6][CH:7]=1.C1COCC1.CN(C=O)C.[C:42](Cl)(=[O:49])[C:43]1[CH:48]=[CH:47][CH:46]=[CH:45][CH:44]=1>CO>[C:42]([NH:1][C:2]1[C:3]([CH3:31])=[C:4]2[N:10]=[C:9]([CH2:11][CH2:12][CH3:13])[N:8]([CH2:14][C:15]3[CH:16]=[CH:17][C:18]([C:21]4[CH:26]=[CH:25][CH:24]=[CH:23][C:22]=4[S:27]([NH2:30])(=[O:29])=[O:28])=[CH:19][CH:20]=3)[C:5]2=[N:6][CH:7]=1)(=[O:49])[C:43]1[CH:48]=[CH:47][CH:46]=[CH:45][CH:44]=1 |f:1.2|. Reported procedure: To a mixture of 6-amino-7-methyl-2-propyl-3-[2'-(aminosulfonyl)[1,1']-biphenyl-4-yl]methyl-3H-imidazo[4,5-b]pyridine (189 mg, 0.435 mmol) in 14:1 THF/DMF (7.5 mL) at -15° C. was added benzoyl chloride (0.045 mL, 0.392 mmol). The mixture was stirred for 12 h, then 1 mL of MeOH was added and the mixture was o concentrated. Purification (SiO2, 93:3:4 CH2Cl2/MeOH/HOAc) gave the title compound as a solid.